Task: describe an organic reaction: reactants, conditions, products, and yield. Dataset: the Open Reaction Database (ORD), a public repository of structured organic reaction records The product is ClCC=1N=C(OC1)C=CC1=CC(=CC=C1)OC(F)(F)F (4-chloromethyl-2-[2-(3-trifluoromethoxy-phenyl)-vinyl]-oxazole). Run in C1(=CC=CC=C1)C (toluene). The yield is 58.6%. Reported procedure: 3-(3-Trifluoromethoxy-phenyl)-acrylamide (0.99 g, 4.27 mmol), dichloro acetone (1.90 g, 14.95 mmol) and toluene (8 ml) were kept at reflux temperature for 16 h with continuous removal of water by use of a Dean-Stark trap. After removal of solvents in vacuo, the residue was purified by chromatography on silica gel (eluent: heptane/ethyl acetate 2:1) yielding 0.76 g (71%) 4-chloromethyl-2-[2-(3-trifluoromethoxy-phenyl)-vinyl]-oxazole as tan solid. As a reaction SMILES: [F:1][C:2]([F:16])([F:15])[O:3][C:4]1[CH:5]=[C:6]([CH:10]=[CH:11][C:12]([NH2:14])=[O:13])[CH:7]=[CH:8][CH:9]=1.[Cl:17][CH:18](Cl)[C:19](=O)[CH3:20]>C1(C)C=CC=CC=1>[Cl:17][CH2:18][C:19]1[N:14]=[C:12]([CH:11]=[CH:10][C:6]2[CH:7]=[CH:8][CH:9]=[C:4]([O:3][C:2]([F:15])([F:16])[F:1])[CH:5]=2)[O:13][CH:20]=1. The reactants are FC(OC=1C=C(C=CC1)C=CC(=O)N)(F)F (3-(3-Trifluoromethoxy-phenyl)-acrylamide), ClC(C(C)=O)Cl (dichloro acetone). Reactants: FC(C(=O)O)F (difluoroacetic acid), ClC1=CC(=C(N=N1)NN)C (6-chloro-3-hydrazinyl-4-methylpyridazine), CCOCC (Et2O). The solvent is hexanes, O1CCOCC1 (dioxane). Conditions: time 5 minute. Yields the product ClC=1C=C(C=2N(N1)C(=NN2)C(F)F)C (6-chloro-3-(difluoromethyl)-8-methyl-[1,2,4]triazolo[4,3-b]pyridazine). RXN SMILES: [Cl:1][C:2]1[N:7]=[N:6][C:5]([NH:8][NH2:9])=[C:4]([CH3:10])[CH:3]=1.[F:11][CH:12]([F:16])[C:13](O)=O.CCOCC>O1CCOCC1>[Cl:1][C:2]1[CH:3]=[C:4]([CH3:10])[C:5]2[N:6]([C:13]([CH:12]([F:16])[F:11])=[N:9][N:8]=2)[N:7]=1. Procedure details: To a beige suspension of 6-chloro-3-hydrazinyl-4-methylpyridazine (step 195.1) (22.44 g, 127 mmol) in dioxane (250 mL) was added difluoroacetic acid (Aldrich) (9.40 mL, 146 mmol) and the reaction mixture was stirred at rt for 5 min, then heated-up to 120° C. for 2.5 hr. With heating the suspension turned into a red-orange solution. The reaction mixture was cooled to rt. Et2O (80 mL) was added and the suspension was stirred for 2 hours at 0° C. Precipitated solids were isolated by filtration, sus... Reactants: Cl (HCl), BrC=1C(=C2C(=NC1)NC=C2NC(=O)C2OCCC2)N2C[C@@H](CCC2)NC(OC(C)(C)C)=O (tert-butyl (3R)-1-(5-bromo-3-(tetrahydrofuran-2-carboxamido)-1H-pyrrolo[2,3-b]pyridin-4-yl)piperidin-3-ylcarbamate). Run in CCOCC (ether), C(=O)(C(F)(F)F)O (TFA), CO (methanol), C(Cl)Cl (CH2Cl2). Product: Cl.O1C(CCC1)C(=O)N (tetrahydrofuran-2-carboxamide hydrochloride). Isolated yield 21.0%. Reaction SMILES: BrC1C(N2CCC[C@@H](NC(=O)OC(C)(C)C)C2)=C2C([NH:11][C:12]([CH:14]3[CH2:18][CH2:17][CH2:16][O:15]3)=[O:13])=CNC2=NC=1.[ClH:33]>C(O)(C(F)(F)F)=O.CO.C(Cl)Cl.CCOCC>[ClH:33].[O:15]1[CH2:16][CH2:17][CH2:18][CH:14]1[C:12]([NH2:11])=[O:13] |f:6.7|. Reported procedure: A solution of tert-butyl (3R)-1-(5-bromo-3-(tetrahydrofuran-2-carboxamido)-1H-pyrrolo[2,3-b]pyridin-4-yl)piperidin-3-ylcarbamate in TFA (3 mL) was stirred at room temperature for 30 minutes and then concentrated in vacuo. The residue obtained was purified by C-18 reverse phase chromatography (Biotage Flash 12 M+, C-18) on Biotage SP4 unit eluting with a gradient of 1-50% CH3CN/water (14 CV). The pure fractions containing the R-isomer (by comparing the retentions times of S-isomer, Example 71A) w... Starting materials: COC(=O)c1cccc2c1cnn2-c1ccc(F)cc1, CO, Cl, [Na+], [OH-], O. The product is O=C(O)c1cccc2c1cnn2-c1ccc(F)cc1. RXN SMILES: [CH3:1][O:2][C:3](=[O:4])[c:5]1[c:6]2[cH:7][n:8][n:9](-[c:14]3[cH:15][cH:16][c:17]([F:20])[cH:18][cH:19]3)[c:10]2[cH:11][cH:12][cH:13]1.[CH3:25][OH:26].[ClH:23].[Na+:22].[OH-:21].[OH2:24]>>[O:2]=[C:3]([OH:4])[c:5]1[c:6]2[cH:7][n:8][n:9](-[c:14]3[cH:15][cH:16][c:17]([F:20])[cH:18][cH:19]3)[c:10]2[cH:11][cH:12][cH:13]1. Reactants: C1(CC1)NC=C(C(=O)OCC)C(C1=C(C=C(C(=C1)F)C1CC2(OCCO2)CC1)F)=O (α-[(cyclopropylamino) methylene]-4-(1,4-dioxaspiro[4.4]non-7-yl)-2,5-difluoro-β-oxobenzenepropanoic acid, ethyl ester), CC(C)([O-])C.[K+] (potassium t-butoxide). Solvent: C(C)(C)(C)O (t-butanol), C(C)(C)(C)O (t-butanol). Run at time 4 hour. Yields the product O1CCOC12CC(CC2)C2=C(C=C1C(C(=CN(C1=C2)C2CC2)C(=O)OCC)=O)F (7- (1,4-Dioxaspiro[4.4]non-7-yl)-1-cyclopropyl-6-fluoro-1,4-dihydro-4-oxoquinoline-3-carboxylic acid, ethyl ester). Isolated yield 86.2%. As a reaction SMILES: [CH:1]1([NH:4][CH:5]=[C:6]([C:12](=[O:30])[C:13]2[CH:18]=[C:17]([F:19])[C:16]([CH:20]3[CH2:28][CH2:27][C:22]4([O:26][CH2:25][CH2:24][O:23]4)[CH2:21]3)=[CH:15][C:14]=2F)[C:7]([O:9][CH2:10][CH3:11])=[O:8])[CH2:3][CH2:2]1.CC(C)([O-])C.[K+]>C(O)(C)(C)C>[O:26]1[C:22]2([CH2:27][CH2:28][CH:20]([C:16]3[CH:15]=[C:14]4[C:13]([C:12](=[O:30])[C:6]([C:7]([O:9][CH2:10][CH3:11])=[O:8])=[CH:5][N:4]4[CH:1]4[CH2:3][CH2:2]4)=[CH:18][C:17]=3[F:19])[CH2:21]2)[O:23][CH2:24][CH2:25]1 |f:1.2|. Procedure: A solution of 21.4 g (50 mmol) of α-[(cyclopropylamino) methylene]-4-(1,4-dioxaspiro[4.4]non-7-yl)-2,5-difluoro-β-oxobenzenepropanoic acid, ethyl ester in 250 ml of dry t-butanol was treated with a slurry of 6.2 g (55 mmol) of potassium t-butoxide in 150 ml of dry t-butanol. The resulting suspension was stirred at 65° for 4 hours and then at room temperature overnight. The solvent was removed in vacuo and the residue was dissolved in methylene chloride and washed with 1.0 M hydrochloric acid. Af... Starting materials: FC(C(=O)O)(F)F.FC(C(=O)O)(F)F.N1=C(C=CC=C1)NCCC(=O)N1CCN(CC1)CCCC(=O)O (4-[4-(N-pyridin-2-yl-beta-alanyl)-piperazin-1-yl]butanoic acid bis(trifluoroacetate)), C(C)(C)(C)OC(=O)NCCCN1CCN(CC1)CCCC(=O)OC (methyl 4-(4-{3-[(tertbutoxycarbonyl)amino]propyl}piperazin-1-yl)butanoate). Yields the product FC(C(=O)O)(F)F.FC(C(=O)O)(F)F.FC(C(=O)O)(F)F.N1=C(C=CC=C1)NCCCN1CCN(CC1)CCCC(=O)O (4-{4-[3-(pyridin-2-ylamino)propyl]piperazin-1-yl}butanoic acid tris(trifluoroacetate)). RXN SMILES: [F:1][C:2]([F:7])([F:6])[C:3]([OH:5])=[O:4].[F:8][C:9]([F:14])([F:13])[C:10]([OH:12])=[O:11].[N:15]1[CH:20]=[CH:19][CH:18]=[CH:17][C:16]=1[NH:21][CH2:22][CH2:23][C:24]([N:26]1[CH2:31][CH2:30][N:29]([CH2:32][CH2:33][CH2:34][C:35]([OH:37])=[O:36])[CH2:28][CH2:27]1)=O.C(OC(NCCCN1CCN(CCCC(OC)=O)CC1)=O)(C)(C)C>>[F:1][C:2]([F:7])([F:6])[C:3]([OH:5])=[O:4].[F:8][C:9]([F:14])([F:13])[C:10]([OH:12])=[O:11].[F:1][C:2]([F:7])([F:6])[C:3]([OH:5])=[O:4].[N:15]1[CH:20]=[CH:19][CH:18]=[CH:17][C:16]=1[NH:21][CH2:22][CH2:23][CH2:24][N:26]1[CH2:27][CH2:28][N:29]([CH2:32][CH2:33][CH2:34][C:35]([OH:37])=[O:36])[CH2:30][CH2:31]1 |f:0.1.2,4.5.6.7|. Reported procedure: Prepared in an analogous manner to 4-[4-(N-pyridin-2-yl-beta-alanyl)-piperazin-1-yl]butanoic acid bis(trifluoroacetate) using methyl 4-(4-{3-[(tertbutoxycarbonyl)amino]propyl}piperazin-1-yl)butanoate in the place of methyl 4-{4-[N-(tert-butoxycarbonyl)-beta-alanyl]piperazin-1-yl}butanoate. 1H NMR (400 MHz, CD3CN) δ 7.91 (dt, 1H), 7.82 (d, 1H), 6.97 (d, 1H), 6.86 (m, 1H), 3.60-3.42 (m, 8H), 3.19-3.03 (m, 6H), 2.44 (t, 2H), 2.08 (t, 2H), 1.95 (d, 2H); MS (ESI+) for m/z 307 (M+H)+. Reactants: CC(C)(C)[O-], CCOC(C)=O, CC(C)c1cc(Cl)nnc1Cl, [K+], N#CCc1c(Cl)cc(N)cc1Cl, C1CCOC1. The product is CC(C)c1cc(C(C#N)c2c(Cl)cc(N)cc2Cl)nnc1Cl. RXN SMILES: [CH3:24][C:25]([CH3:26])([O-:27])[CH3:28].[CH3:35][CH2:36][O:37][C:38](=[O:39])[CH3:40].[Cl:1][c:2]1[n:3][n:4][c:5]([Cl:11])[cH:6][c:7]1[CH:8]([CH3:9])[CH3:10].[K+:29].[NH2:12][c:13]1[cH:14][c:15]([Cl:23])[c:16]([CH2:20][C:21]#[N:22])[c:17]([Cl:19])[cH:18]1.[O:30]1[CH2:31][CH2:32][CH2:33][CH2:34]1>>[Cl:1][c:2]1[n:3][n:4][c:5]([CH:20]([c:16]2[c:15]([Cl:23])[cH:14][c:13]([NH2:12])[cH:18][c:17]2[Cl:19])[C:21]#[N:22])[cH:6][c:7]1[CH:8]([CH3:9])[CH3:10].